This data is from the Open Reaction Database (ORD), a public repository of structured organic reaction records. The task is: describe an organic reaction: reactants, conditions, products, and yield Starting materials: Cl.NNC(=O)N (semicarbazide hydrochloride), C(=O)([O-])[O-].[K+].[K+] (potash), COC=1C=C2C(=NC=NC2=CC1OC)Cl (6,7-dimethoxy-4-chloro-quinazoline). Solvent: CN(C=O)C (dimethylformamide). Yields the product COC=1C=C2C(=NC=NC2=CC1OC)NNC(=O)N (1-(6,7-Dimethoxyquinazol-4-yl)-semicarbazide). Yield: 30.0%. RXN SMILES: [CH3:1][O:2][C:3]1[CH:4]=[C:5]2[C:10](=[CH:11][C:12]=1[O:13][CH3:14])[N:9]=[CH:8][N:7]=[C:6]2Cl.Cl.[NH2:17][NH:18][C:19]([NH2:21])=[O:20].C([O-])([O-])=O.[K+].[K+]>CN(C)C=O>[CH3:1][O:2][C:3]1[CH:4]=[C:5]2[C:10](=[CH:11][C:12]=1[O:13][CH3:14])[N:9]=[CH:8][N:7]=[C:6]2[NH:17][NH:18][C:19]([NH2:21])=[O:20] |f:1.2,3.4.5|. Procedure: 2.2 g of 6,7-dimethoxy-4-chloro-quinazoline were dissolved in 50 ml of absolute dimethylformamide, 2.2 g of semicarbazide hydrochloride and 5 g of anhydrous potash were added thereto while stirring. The mixture was stirred for 5 hours at 50° C., and the precipitate formed thereby was suction-filtered off, stirred with water, and then recrystallized from dimethylformamide. The crude product was obtained with a 30% yield; m.p. 247°-249° C. Starting materials: CC(=O)Nc1ccc(C2=NNC(=O)NC2C)cc1, CN(C)C=O, O=C1CCC(=O)N1Cl, O. Product: CC(=O)Nc1ccc(C2=NNC(=O)NC2C)cc1Cl. RXN SMILES: [C:1]([CH3:2])(=[O:3])[NH:4][c:5]1[cH:6][cH:7][c:8]([C:11]2=[N:16][NH:15][C:14](=[O:17])[NH:13][CH:12]2[CH3:18])[cH:9][cH:10]1.[CH3:28][N:29]([CH3:30])[CH:31]=[O:32].[Cl:19][N:20]1[C:21](=[O:22])[CH2:23][CH2:24][C:25]1=[O:26].[OH2:27]>>[C:1]([CH3:2])(=[O:3])[NH:4][c:5]1[cH:6][cH:7][c:8]([C:11]2=[N:16][NH:15][C:14](=[O:17])[NH:13][CH:12]2[CH3:18])[cH:9][c:10]1[Cl:19].